Task: describe an organic reaction: reactants, conditions, products, and yield. Dataset: the Open Reaction Database (ORD), a public repository of structured organic reaction records Starting materials: FC=1C=C(C=CC1OC(F)(F)F)O (3-fluoro-4-trifluoromethoxyphenol), C(CCCCCC)[Si]1(CCC(CC1)C(=O)O)C1=CC=CC=C1 (4-n-heptyl-4-phenyl-4-silacyclohexanecarboxylic acid). Yields the product C(CCCCCC)[Si@@H]1CC[C@H](CC1)C(=O)OC1=CC(=C(C=C1)OC(F)(F)F)F ((3-fluoro-4-trifluoromethoxyphenyl) trans-4-n-heptyl-4-silacyclohexanecarboxylate). RXN SMILES: [F:1][C:2]1[CH:3]=[C:4]([OH:13])[CH:5]=[CH:6][C:7]=1[O:8][C:9]([F:12])([F:11])[F:10].[CH2:14]([Si:21]1(C2C=CC=CC=2)[CH2:26][CH2:25][CH:24]([C:27](O)=[O:28])[CH2:23][CH2:22]1)[CH2:15][CH2:16][CH2:17][CH2:18][CH2:19][CH3:20]>>[CH2:14]([Si@H:21]1[CH2:22][CH2:23][C@H:24]([C:27]([O:13][C:4]2[CH:5]=[CH:6][C:7]([O:8][C:9]([F:11])([F:12])[F:10])=[C:2]([F:1])[CH:3]=2)=[O:28])[CH2:25][CH2:26]1)[CH2:15][CH2:16][CH2:17][CH2:18][CH2:19][CH3:20]. Procedure: The general procedure of Example 3 was repeated using 3-fluoro-4-trifluoromethoxyphenol and 4-n-heptyl-4-phenyl-4-silacyclohexanecarboxylic acid, thereby obtaining the intended product. The reactants are Cc1cc(CC(OC(=O)N2CCC(N3CCc4ccccc4NC3=O)CC2)C(=O)O)cc2nc[nH]c12, C1CN(C2CCOCC2)CCN1. Yields the product Cc1cc(CC(OC(=O)N2CCC(N3CCc4ccccc4NC3=O)CC2)C(=O)N2CCN(C3CCOCC3)CC2)cc2nc[nH]c12. As a reaction SMILES: [O:1]=[C:2]1[NH:3][c:4]2[c:5]([cH:33][cH:34][cH:35][cH:36]2)[CH2:6][CH2:7][N:8]1[CH:9]1[CH2:10][CH2:11][N:12]([C:15](=[O:16])[O:17][CH:18]([CH2:19][c:20]2[cH:21][c:22]3[c:23]([nH:24][cH:25][n:26]3)[c:27]([CH3:29])[cH:28]2)[C:30](=[O:31])[OH:32])[CH2:13][CH2:14]1.[O:37]1[CH2:38][CH2:39][CH:40]([N:43]2[CH2:44][CH2:45][NH:46][CH2:47][CH2:48]2)[CH2:41][CH2:42]1>>[O:1]=[C:2]1[NH:3][c:4]2[c:5]([cH:33][cH:34][cH:35][cH:36]2)[CH2:6][CH2:7][N:8]1[CH:9]1[CH2:10][CH2:11][N:12]([C:15](=[O:16])[O:17][CH:18]([CH2:19][c:20]2[cH:21][c:22]3[c:23]([nH:24][cH:25][n:26]3)[c:27]([CH3:29])[cH:28]2)[C:30](=[O:31])[N:46]2[CH2:45][CH2:44][N:43]([CH:40]3[CH2:39][CH2:38][O:37][CH2:42][CH2:41]3)[CH2:48][CH2:47]2)[CH2:13][CH2:14]1. The reactants are C(C)(=O)NC=1SC(=NN1)S(=O)(=O)NC(CC)CC (2-Acetamido-5-[N-(1-ethylpropyl)aminosulfonyl]-1,3,4-thiadiazole). Solvent: Cl (hydrochloric acid). The product is NC=1SC(=NN1)S(=O)(=O)NC(CC)CC (2-amino-5-[N-(1-ethylpropyl)aminosulfonyl]-1,3,4-thiadiazole). Reaction SMILES: C([NH:4][C:5]1[S:6][C:7]([S:10]([NH:13][CH:14]([CH2:17][CH3:18])[CH2:15][CH3:16])(=[O:12])=[O:11])=[N:8][N:9]=1)(=O)C>Cl>[NH2:4][C:5]1[S:6][C:7]([S:10]([NH:13][CH:14]([CH2:17][CH3:18])[CH2:15][CH3:16])(=[O:11])=[O:12])=[N:8][N:9]=1. Procedure: 2-Acetamido-5-[N-(1-ethylpropyl)aminosulfonyl]-1,3,4-thiadiazole (0.1 mole), and concentrated hydrochloric acid (500 ml) are charged into a glass reaction vessel fitted with a mechanical stirrer, thermometer and reflux condenser. The mixture is refluxed for a period of about 2 hours, it is then cooled to room temperature, filtered and solvent removed from the filtrate by use of a rotary evaporator. The solid residue is washed with, 10% aqueous sodium carbonate, air dried and then crystallized fr... The reactants are O=C(c1ccc(Br)cc1F)N1CCCC1CN1CCCC1, O=C(c1ccc(Br)cc1)C1CC1. The product is O=C(c1ccc(-c2ccc(C(=O)N3CCCC3CN3CCCC3)c(F)c2)cc1)C1CC1. RXN SMILES: [Br:1][c:2]1[cH:3][c:4]([F:21])[c:5]([C:8](=[O:9])[N:10]2[CH:11]([CH2:15][N:16]3[CH2:17][CH2:18][CH2:19][CH2:20]3)[CH2:12][CH2:13][CH2:14]2)[cH:6][cH:7]1.[Br:22][c:23]1[cH:24][cH:25][c:26]([C:29](=[O:30])[CH:31]2[CH2:32][CH2:33]2)[cH:27][cH:28]1>>[c:2]1(-[c:23]2[cH:24][cH:25][c:26]([C:29](=[O:30])[CH:31]3[CH2:32][CH2:33]3)[cH:27][cH:28]2)[cH:3][c:4]([F:21])[c:5]([C:8](=[O:9])[N:10]2[CH:11]([CH2:15][N:16]3[CH2:17][CH2:18][CH2:19][CH2:20]3)[CH2:12][CH2:13][CH2:14]2)[cH:6][cH:7]1. Starting materials: O=[N+]([O-])C(Br)=C1NCCCS1, ClC(Cl)(Cl)Cl, O=C1CCC(=O)N1Cl. The product is O=[N+]([O-])C(Cl)(Br)C1=NCCCS1. As a reaction SMILES: [Br:1][C:2](=[C:3]1[S:4][CH2:5][CH2:6][CH2:7][NH:8]1)[N+:9](=[O:10])[O-:11].[C:20]([Cl:21])([Cl:22])([Cl:23])[Cl:24].[Cl:12][N:13]1[C:14](=[O:15])[CH2:16][CH2:17][C:18]1=[O:19]>>[Br:1][C:2]([C:3]1=[N:8][CH2:7][CH2:6][CH2:5][S:4]1)([N+:9](=[O:10])[O-:11])[Cl:12]. As a reaction SMILES: [CH3:1][O:2][C:3]1[CH:9]=[C:8]([N+:10]([O-:12])=[O:11])[CH:7]=[CH:6][C:4]=1[NH2:5].[Br:13]N1C(=O)CCC1=O.CCCCCC.C(OCC)(=O)C>C(#N)C>[Br:13][C:6]1[CH:7]=[C:8]([N+:10]([O-:12])=[O:11])[CH:9]=[C:3]([O:2][CH3:1])[C:4]=1[NH2:5]. Run in C(C)#N (acetonitrile). Starting materials: COC1=C(N)C=CC(=C1)[N+](=O)[O-] (2-methoxy-4-nitroaniline), BrN1C(CCC1=O)=O (N-bromosuccinimide), C(C)(=O)OCC (ethyl acetate), CCCCCC (hexane). The product is BrC1=C(N)C(=CC(=C1)[N+](=O)[O-])OC (2-bromo-6-methoxy-4-nitroaniline). Reported procedure: A clear yellow solution of 2-methoxy-4-nitroaniline (10 g, 15 59.5 mmol) in acetonitrile (300 mL) at room temperature was treated with N-bromosuccinimide (10.58 g, 59.5 mmol). The reaction was protected from light and stirred for 2 hours at room temperature. TLC (3:1 hexane:ethyl acetate) analysis showed starting material (Rf 0.14) replaced with a higher spot (Rf 0.23). The reaction was concentrated in vacuo, treated with carbon tetrachloride, filtered through celite and concentrated in vacuo to... Run at time 2 hour. Reactants: ClC1=CC(=C(C=N1)C1=NN=C(O1)NC1CCN(CC1)C(=O)OC(C)(C)C)NC(C)C (tert-butyl 4-((5-(6-chloro-4-(isopropylamino)pyridin-3-yl)-1,3,4-oxadiazol-2-yl)amino)piperidine-1-carboxylate), NC1=CC2=C(N=CS2)C=C1 (6-amino benzothiazole), CC1(C2=C(C(=CC=C2)P(C3=CC=CC=C3)C4=CC=CC=C4)OC5=C(C=CC=C51)P(C6=CC=CC=C6)C7=CC=CC=C7)C (xanthphos), C(=O)([O-])[O-].[Na+].[Na+] (Na2CO3). Reagents/catalysts: C=1C=CC(=CC1)/C=C/C(=O)/C=C/C2=CC=CC=C2.C=1C=CC(=CC1)/C=C/C(=O)/C=C/C2=CC=CC=C2.C=1C=CC(=CC1)/C=C/C(=O)/C=C/C2=CC=CC=C2.[Pd].[Pd] (Pd2(dba)3). Run in O1CCOCC1 (dioxane), O (H2O). Reaction conditions: temperature 110 celsius. Yields the product S1C=NC2=C1C=C(C=C2)NC2=CC(=C(C=N2)C2=NN=C(O2)NC2CCN(CC2)C(=O)OC(C)(C)C)NC(C)C (tert-butyl 4-((5-(6-(benzo[d]thiazol-6-ylamino)-4-(isopropylamino)pyridin-3-yl)-1,3,4-oxadiazol-2-yl)amino)piperidine-1-carboxylate). Reaction SMILES: Cl[C:2]1[N:7]=[CH:6][C:5]([C:8]2[O:12][C:11]([NH:13][CH:14]3[CH2:19][CH2:18][N:17]([C:20]([O:22][C:23]([CH3:26])([CH3:25])[CH3:24])=[O:21])[CH2:16][CH2:15]3)=[N:10][N:9]=2)=[C:4]([NH:27][CH:28]([CH3:30])[CH3:29])[CH:3]=1.[NH2:31][C:32]1[CH:40]=[CH:39][C:35]2[N:36]=[CH:37][S:38][C:34]=2[CH:33]=1.CC1(C)C2C(=C(P(C3C=CC=CC=3)C3C=CC=CC=3)C=CC=2)OC2C(P(C3C=CC=CC=3)C3C=CC=CC=3)=CC=CC1=2.C([O-])([O-])=O.[Na+].[Na+]>O1CCOCC1.C1C=CC(/C=C/C(/C=C/C2C=CC=CC=2)=O)=CC=1.C1C=CC(/C=C/C(/C=C/C2C=CC=CC=2)=O)=CC=1.C1C=CC(/C=C/C(/C=C/C2C=CC=CC=2)=O)=CC=1.[Pd].[Pd].O>[S:38]1[C:34]2[CH:33]=[C:32]([NH:31][C:2]3[N:7]=[CH:6][C:5]([C:8]4[O:12][C:11]([NH:13][CH:14]5[CH2:19][CH2:18][N:17]([C:20]([O:22][C:23]([CH3:26])([CH3:25])[CH3:24])=[O:21])[CH2:16][CH2:15]5)=[N:10][N:9]=4)=[C:4]([NH:27][CH:28]([CH3:30])[CH3:29])[CH:3]=3)[CH:40]=[CH:39][C:35]=2[N:36]=[CH:37]1 |f:3.4.5,7.8.9.10.11|. Reported procedure: To a solution of tert-butyl 4-((5-(6-chloro-4-(isopropylamino)pyridin-3-yl)-1,3,4-oxadiazol-2-yl)amino)piperidine-1-carboxylate (45) (400 mg, 0.9 mmol) in dioxane (10 mL): H2O (2 mL), 6-amino benzothiazole (1.3 mmol, 1.5 equiv.), xanthphos (0.4 mmol, 0.5 equiv.) and Na2CO3 (2.7 mmol, 3 equiv.) were added and degassed for 10 min. To the reaction mixture Pd2(dba)3 (0.4 mmol, 0.5 equiv.) was added and degassed again for 10 min. It was then heated at 110° C. for overnight. The reaction mass was cool... Reactants: FC(S(=O)(=O)[O-])(F)F.[Mg+2].FC(S(=O)(=O)[O-])(F)F (Magnesium trifluoromethanesulphonate), O1[C@@H](C1)C(=O)OC ((S)-methyl oxirane-2-carboxylate), C(C)O (ethanol). Run in C(Cl)Cl (DCM). Conditions: temperature 10 celsius, time 20 minute. The product is C(C)OC[C@@H](C(=O)OC)O (methyl (2S)-3-ethoxy-2-hydroxypropanoate). Isolated yield 53.3%. As a reaction SMILES: FC(F)(F)S([O-])(=O)=O.[Mg+2].FC(F)(F)S([O-])(=O)=O.[O:18]1[CH2:20][C@H:19]1[C:21]([O:23][CH3:24])=[O:22].[CH2:25]([OH:27])[CH3:26]>C(Cl)Cl>[CH2:25]([O:27][CH2:20][C@H:19]([OH:18])[C:21]([O:23][CH3:24])=[O:22])[CH3:26] |f:0.1.2|. Reported procedure: Magnesium trifluoromethanesulphonate (11.85 g, 36.73 mmol) was added in one portion to (S)-methyl oxirane-2-carboxylate (15.0 g, 146.93 mmol) and ethanol (10.29 ml, 176.32 mmol) cooled to 10° C. The resulting suspension was stirred at 10° C. for 20 minutes, allowed to warm to ambient temperature and then warmed to 50° C. for 30 hours. The mixture was allowed to cool and diluted with 9:1 DCM:ether (75 mL), filtered through Celite and washed through with 9:1 DCM:ether (3×50 mL) and evaporated. The...